This data is from the Open Reaction Database (ORD), a public repository of structured organic reaction records. The task is: describe an organic reaction: reactants, conditions, products, and yield Reactants: ClC1=C2C(=NC(=C1)C)C=NN2 (7-chloro-5-methyl-1H-pyrazolo[4,3-b]pyridine), C(C(C)C)N (isobutylamine). The solvent is O (water), C(C)O (ethanol). The product is CC1=CC(=C2C(=N1)C=NN2)NCC(C)C (5-Methyl-7-isobutylamino-1H-pyrazolo[4,3-b]pyridine). Isolated yield 40.8%. Reaction SMILES: Cl[C:2]1[CH:7]=[C:6]([CH3:8])[N:5]=[C:4]2[CH:9]=[N:10][NH:11][C:3]=12.[CH2:12]([NH2:16])[CH:13]([CH3:15])[CH3:14]>O.C(O)C>[CH3:8][C:6]1[N:5]=[C:4]2[CH:9]=[N:10][NH:11][C:3]2=[C:2]([NH:16][CH2:12][CH:13]([CH3:15])[CH3:14])[CH:7]=1. Reported procedure: A mixture of 7-chloro-5-methyl-1H-pyrazolo[4,3-b]pyridine (1.0 g, 0.006 mole) and isobutylamine (58 g) in water (100 ml) and ethanol (50 ml) was heated under reflux for 10 days. The reaction mixture was cooled and evaporated to dryness. The oily residue was basified to pH8-9 with 10% sodium carbonate solution. The residue was extracted with ethyl acetate (3×100 ml), dried (Na2SO4) and evaporated to dryness to give a yellow oil. This was purified by column chromatography on alumina, and eluted wi... Starting materials: ClC=1SC(=C(N1)C(=O)OC)CCC1=CC(=CC=C1)Cl (2-Chloro-5-(2-(3-chlorophenyl)ethyl)-4-thiazolecarboxylic acid, methyl ester), [OH-].[Na+] (sodium hydroxide). The solvent is O1CCCC1 (tetrahydrofuran), O (water). Product: ClC=1SC(=C(N1)C(=O)O)CCC1=CC(=CC=C1)Cl (2-Chloro-5-(2-(3-chlorophenyl)ethyl)-4-thiazolecarboxylic acid). As a reaction SMILES: [Cl:1][C:2]1[S:3][C:4]([CH2:11][CH2:12][C:13]2[CH:18]=[CH:17][CH:16]=[C:15]([Cl:19])[CH:14]=2)=[C:5]([C:7]([O:9]C)=[O:8])[N:6]=1.[OH-].[Na+]>O1CCCC1.O>[Cl:1][C:2]1[S:3][C:4]([CH2:11][CH2:12][C:13]2[CH:18]=[CH:17][CH:16]=[C:15]([Cl:19])[CH:14]=2)=[C:5]([C:7]([OH:9])=[O:8])[N:6]=1 |f:1.2|. Procedure: The product from step (ii) (3.46 g) was treated with sodium hydroxide (0.7 g) in tetrahydrofuran (15 ml) and water (15 m) at room temperature. After 3 h the mixture was partitioned between 2M HCl and ethyl acetate. The organic phase was collected, dried (MgSO4) and solvent evaporated under reduced pressure to leave a colourless solid. The reactants are NC1=CC=C(C=N1)C=1C=NN(C1)C(=O)OC(C)(C)C (tert-butyl 4-(6-aminopyridin-3-yl)pyrazole-1-carboxylate), ClC1=NC=CC(=C1)C=1C=CC(=C(C#N)C1)OC1CCOCC1 (5-(2-chloropyridin-4-yl)-2-(tetrahydropyran-4-yloxy)benzonitrile). The product is N1N=CC(=C1)C=1C=CC(=NC1)NC1=NC=CC(=C1)C=1C=CC(=C(C#N)C1)OC1CCOCC1 (5-{2-[5-(1H-pyrazol-4-yl)pyridin-2-ylamino]pyridin-4-yl}-2-(tetrahydropyran-4-yloxy)benzonitrile). The yield is 16.0%. As a reaction SMILES: [NH2:1][C:2]1[N:7]=[CH:6][C:5]([C:8]2[CH:9]=[N:10][N:11](C(OC(C)(C)C)=O)[CH:12]=2)=[CH:4][CH:3]=1.Cl[C:21]1[CH:26]=[C:25]([C:27]2[CH:28]=[CH:29][C:30]([O:35][CH:36]3[CH2:41][CH2:40][O:39][CH2:38][CH2:37]3)=[C:31]([CH:34]=2)[C:32]#[N:33])[CH:24]=[CH:23][N:22]=1>>[NH:11]1[CH:12]=[C:8]([C:5]2[CH:4]=[CH:3][C:2]([NH:1][C:23]3[CH:24]=[C:25]([C:27]4[CH:28]=[CH:29][C:30]([O:35][CH:36]5[CH2:41][CH2:40][O:39][CH2:38][CH2:37]5)=[C:31]([CH:34]=4)[C:32]#[N:33])[CH:26]=[CH:21][N:22]=3)=[N:7][CH:6]=2)[CH:9]=[N:10]1. Procedure: 85 mg of tert-butyl 4-(6-aminopyridin-3-yl)pyrazole-1-carboxylate are reacted with 100 mg of 5-(2-chloropyridin-4-yl)-2-(tetrahydropyran-4-yloxy)benzonitrile in accordance with the above-mentioned general procedure for the Buchwald-Hartwig reaction, giving the desired product in 16% yield;